Dataset: the Open Reaction Database (ORD), a public repository of structured organic reaction records. Task: describe an organic reaction: reactants, conditions, products, and yield RXN SMILES: [OH:1][C@@H:2]1[CH2:6][CH2:5][N:4]([C:7]([C:9]2[CH:10]=[C:11]([C:22]([O:24]CC)=[O:23])[CH:12]=[C:13]([C:15]3[CH:20]=[CH:19][C:18]([CH3:21])=[CH:17][CH:16]=3)[CH:14]=2)=[O:8])[CH2:3]1.[OH-].[Li+].CO>O>[OH:1][C@@H:2]1[CH2:6][CH2:5][N:4]([C:7]([C:9]2[CH:10]=[C:11]([C:22]([OH:24])=[O:23])[CH:12]=[C:13]([C:15]3[CH:20]=[CH:19][C:18]([CH3:21])=[CH:17][CH:16]=3)[CH:14]=2)=[O:8])[CH2:3]1 |f:1.2|. Conditions: time 4 hour. The reactants are O[C@H]1CN(CC1)C(=O)C=1C=C(C=C(C1)C1=CC=C(C=C1)C)C(=O)OCC ((R)-ethyl 5-(3-hydroxypyrrolidine-1-carbonyl)-4′-methylbiphenyl-3-carboxylate), [OH-].[Li+] (lithium hydroxide), CO (methanol). Reported procedure: A mixture of (R)-ethyl 5-(3-hydroxypyrrolidine-1-carbonyl)-4′-methylbiphenyl-3-carboxylate (1.25 g, 3.54 mmol), lithium hydroxide (0.42 g, 18 mmol), methanol (50 mL), and water (5 mL) was stirred at rt for 4 h. LC-MS indicated completion of the reaction. The volatiles were removed in vacuo and the residue was treated with water and acidified with 1N aq. HCl to pH 2-3 and extracted with EtOAc (50 mL×3). The combined organic layers were washed with brine, dried (Na2SO4), and concentrated to afford... Run in O (water). The product is O[C@H]1CN(CC1)C(=O)C=1C=C(C=C(C1)C1=CC=C(C=C1)C)C(=O)O ((R)-5-(3-Hydroxypyrrolidine-1-carbonyl)-4′-methylbiphenyl-3-carboxylic acid). Procedure: Prepared according to the coupling procedure for Example 13 from 6-bromo-2,4,4-trimethyl-1,4-dihydro-2H-3,1-benzoxazine and 5-bromo-2-fluorobenzonitrile. A white solid: mp 184-186° C.; 1H-NMR (DMSO-d6) δ 8.17 (dd, 1H, J=5.86, 3.42 Hz), 8.00-7.98 (m, 1H), 7.52 (t, 1H, J=9.28 Hz), 7.45 (d, 1H, J=1.95 Hz), 7.34 (dd, 1H, J=8.30, 1.95 Hz), 6.63 (d, 1H, J=8.3 Hz), 6.45 (d, 1H), 4.8 (q, 1H, J=5.37 Hz), 1.53 (s, 3H), 1.49 (s, 3H), 1.29 (d, 3H, J=5.37 Hz); MS (ES) m/z 297 ([M+H]+). The reactants are BrC=1C=CC2=C(C(OC(N2)C)(C)C)C1 (6-bromo-2,4,4-trimethyl-1,4-dihydro-2H-3,1-benzoxazine), BrC=1C=CC(=C(C#N)C1)F (5-bromo-2-fluorobenzonitrile). Yields the product FC1=C(C#N)C=C(C=C1)C=1C=CC2=C(C(OC(N2)C)(C)C)C1 (2-Fluoro-5-(2,4,4-trimethyl-1,4-dihydro-2H-3,1-benzoxazin-6-yl)benzonitrile). Reaction SMILES: Br[C:2]1[CH:3]=[CH:4][C:5]2[NH:10][CH:9]([CH3:11])[O:8][C:7]([CH3:13])([CH3:12])[C:6]=2[CH:14]=1.Br[C:16]1[CH:17]=[CH:18][C:19]([F:24])=[C:20]([CH:23]=1)[C:21]#[N:22]>>[F:24][C:19]1[CH:18]=[CH:17][C:16]([C:2]2[CH:3]=[CH:4][C:5]3[NH:10][CH:9]([CH3:11])[O:8][C:7]([CH3:13])([CH3:12])[C:6]=3[CH:14]=2)=[CH:23][C:20]=1[C:21]#[N:22]. Reactants: Cl.NCC1=C(C(=CC(=C1)C(C)(C)C)C(C)C)O (2-aminomethyl-4-(1,1-dimethylethyl)-6-isopropylphenol hydrochloride), C1N2CN3CN1CN(C2)C3 (hexamethylenetetramine), FC(C(=O)O)(F)F (trifluoroacetic acid). Product: C(=O)C1=C(C(=CC(=C1)C(C)(C)C)C(C)C)O (2-Formyl-4-(1,1-dimethylethyl)-6-isopropylphenol). Reaction SMILES: Cl.N[CH2:3][C:4]1[CH:9]=[C:8]([C:10]([CH3:13])([CH3:12])[CH3:11])[CH:7]=[C:6]([CH:14]([CH3:16])[CH3:15])[C:5]=1[OH:17].C1N2CN3CN(C2)CN1C3.FC(F)(F)C(O)=[O:31]>>[CH:3]([C:4]1[CH:9]=[C:8]([C:10]([CH3:13])([CH3:12])[CH3:11])[CH:7]=[C:6]([CH:14]([CH3:16])[CH3:15])[C:5]=1[OH:17])=[O:31] |f:0.1|. Procedure details: 0.4 g (0.0012 mol) of 2-aminomethyl-4-(1,1-dimethylethyl)-6-isopropylphenol hydrochloride is reacted with 0.17 g of hexamethylenetetramine in 2.5 ml of trifluoroacetic acid in analogy to Example 1. Melting point: 128°-130° C. Reactants: product, C(#C)C1=CC(=C(C=C1)NC1=C(C(=O)NOCCO)C=CC(=C1F)F)F (2-[(4-ethynyl-2-fluorophenyl)amino]-3,4-difluoro-N-(2-hydroxy-ethoxy)benzamide). Reagents/catalysts: [Pd] (Pd—C). The solvent is C1CCOC1 (THF), CO (MeOH). Reaction conditions: time 14.8 hour. Yields the product C(C)C1=CC(=C(C=C1)NC1=C(C(=O)NOCCO)C=CC(=C1F)F)F (2-[(4-ethyl-2-fluorophenyl)amino]-3,4-difluoro-N-(2-hydroxyethoxy)-benzamide). Reaction SMILES: [C:1]([C:3]1[CH:8]=[CH:7][C:6]([NH:9][C:10]2[C:22]([F:23])=[C:21]([F:24])[CH:20]=[CH:19][C:11]=2[C:12]([NH:14][O:15][CH2:16][CH2:17][OH:18])=[O:13])=[C:5]([F:25])[CH:4]=1)#[CH:2]>C1COCC1.CO.[Pd]>[CH2:1]([C:3]1[CH:8]=[CH:7][C:6]([NH:9][C:10]2[C:22]([F:23])=[C:21]([F:24])[CH:20]=[CH:19][C:11]=2[C:12]([NH:14][O:15][CH2:16][CH2:17][OH:18])=[O:13])=[C:5]([F:25])[CH:4]=1)[CH3:2]. Reported procedure: A mixture of the product of Example 7A, 2-[(4-ethynyl-2-fluorophenyl)amino]-3,4-difluoro-N-(2-hydroxy-ethoxy)benzamide (11.0 g, 31.40 mmol), Pd—C (10%, 1.0 g) in THF (100 mL) and MeOH (100 mL) was subject to hydrogenation (25 psi) for 14.8 hrs (The reaction was followed by HPLC until all SM peak disappeared.). The mixture was filtered through Celite® and the filtrates were concentrated to give a light yellow solid. The solid was recrystallized from heptane-EtOAc to give the title compound as a w... Starting materials: C[C@@]12CC[C@@H](C1(C)C)CC2=O (D-camphor), C[C@]12CC[C@H](C1(C)C)CC2=O (L-camphor), N(=O)OCCC(C)C (isoamyl nitrite), [Na] (sodium), [H-].[Al+3].[Li+].[H-].[H-].[H-] (lithium aluminum hydride). The product is NC1C(C2(CCC1C2(C)C)C)O (3-amino-2-hydroxybornane). RXN SMILES: [CH3:1][C@:2]12[C:10](=[O:11])[CH2:9][C@H:5]([C:6]1([CH3:8])[CH3:7])[CH2:4][CH2:3]2.C[C@@]12C(=O)C[C@@H](C1(C)C)CC2.[N:23](OCCC(C)C)=O.[Na].[H-].[Al+3].[Li+].[H-].[H-].[H-]>>[NH2:23][CH:9]1[CH:5]2[C:6]([CH3:7])([CH3:8])[C:2]([CH3:1])([CH2:3][CH2:4]2)[CH:10]1[OH:11] |f:4.5.6.7.8.9,^1:30|. Procedure details: These compounds can be synthesized as follows. D-camphor or L-camphor is reacted with isoamyl nitrite in the presence of metallic sodium, and the product is reduced with lithium aluminum hydride to obtain 3-amino-2-hydroxybornane. The resulting 3-amino-2-hydroxybornane is reacted with furoyl chloride, 2-thiophenecarbonyl chloride-, or benzoyl chloride in the presence of pyridine or 4-dimethylaminopyridine, or it is subjected to a dehydrating reaction with furfural, 1-methyl-2-pyrrolecarbaldehyde... The reactants are BrCCCSc1ccc(OCc2ccccc2)cc1, CCOC(C)=O, [H-], [Na+], CN(C)C=O, N#Cc1ccc(Nn2cnnc2)cc1. The product is N#Cc1ccc(N(CCCSc2ccc(OCc3ccccc3)cc2)n2cnnc2)cc1. Reaction SMILES: [Br:17][CH2:18][CH2:19][CH2:20][S:21][c:22]1[cH:23][cH:24][c:25]([O:28][CH2:29][c:30]2[cH:31][cH:32][cH:33][cH:34][cH:35]2)[cH:26][cH:27]1.[CH3:36][CH2:37][O:38][C:39](=[O:40])[CH3:41].[H-:1].[Na+:2].[O:42]=[CH:43][N:44]([CH3:45])[CH3:46].[n:3]1[n:4][cH:5][n:6]([NH:8][c:9]2[cH:10][cH:11][c:12]([C:13]#[N:14])[cH:15][cH:16]2)[cH:7]1>>[n:3]1[n:4][cH:5][n:6]([N:8]([c:9]2[cH:10][cH:11][c:12]([C:13]#[N:14])[cH:15][cH:16]2)[CH2:18][CH2:19][CH2:20][S:21][c:22]2[cH:23][cH:24][c:25]([O:28][CH2:29][c:30]3[cH:31][cH:32][cH:33][cH:34][cH:35]3)[cH:26][cH:27]2)[cH:7]1. The reactants are [Na+], [OH-], OCC1OC(OC2C(CO)OC(O)C(O)C2O)C(O)C(O)C1O. Yields the product OCC1OC(OC2C(CO)OC(O)(CO)C2O)C(O)C(O)C1O. As a reaction SMILES: [Na+:2].[OH-:1].[OH:3][CH2:4][CH:5]1[O:6][CH:7]([O:8][CH:9]2[CH:10]([CH2:11][OH:12])[O:13][CH:14]([OH:15])[CH:16]([OH:17])[CH:18]2[OH:19])[CH:20]([OH:21])[CH:22]([OH:23])[CH:24]1[OH:25]>>[OH:3][CH2:4][CH:5]1[O:6][CH:7]([O:8][CH:9]2[CH:10]([CH2:11][OH:12])[O:13][C:16]([CH2:14][OH:15])([OH:17])[CH:18]2[OH:19])[CH:20]([OH:21])[CH:22]([OH:23])[CH:24]1[OH:25]. The reactants are BrC=1C=C(C=NC1Cl)OC[C@H]1N(CC1)C(=O)OC(C)(C)C (5-bromo-6-chloro-3-(1-BOC-2-(S)-azetidinylmethoxy)pyridine), C(=O)(C(F)(F)F)O (TFA). Run in C(Cl)Cl (CH2Cl2). Run at time 30 minute. Yields the product Cl.BrC=1C=C(C=NC1Cl)OC[C@H]1NCC1 (5-Bromo-6-chloro-3-(2-(S)-azetidinylmethoxy)pyridine hydrochloride). Reaction SMILES: [Br:1][C:2]1[CH:3]=[C:4]([O:9][CH2:10][C@@H:11]2[CH2:14][CH2:13][N:12]2C(OC(C)(C)C)=O)[CH:5]=[N:6][C:7]=1[Cl:8].C(O)(C(F)(F)F)=O>C(Cl)Cl>[ClH:8].[Br:1][C:2]1[CH:3]=[C:4]([O:9][CH2:10][C@@H:11]2[CH2:14][CH2:13][NH:12]2)[CH:5]=[N:6][C:7]=1[Cl:8] |f:3.4|. Procedure: To 5-bromo-6-chloro-3-(1-BOC-2-(S)-azetidinylmethoxy)pyridine from step 66a (360 mg, 0.95 mmol) was added TFA in CH2Cl2 at 0° C., and the mixture was stirred for 30 minutes. The volatiles were then removed under vacuum. The residue was neutralized with NaHCO3 to pH 8, then extracted with CH2Cl2, which was dried over MgSO4 and concentrated. The residue was chromatographed on a silica gel column, eluting with CH2Cl2 :MeOH:NH4OH 10:1:0.1 to afford to give the free base of the title compound. The ba... Starting materials: Cc1ccc(CNC2CCN(C)CC2)cc1, [Cl-], ClCCl, O=S(Cl)Cl, CCC(C(=O)O)c1ccccc1. The product is CCC(C(=O)N(Cc1ccc(C)cc1)C1CCN(C)CC1)c1ccccc1. As a reaction SMILES: [CH3:14][c:15]1[cH:16][cH:17][c:18]([CH2:19][NH:20][CH:21]2[CH2:22][CH2:23][N:24]([CH3:27])[CH2:25][CH2:26]2)[cH:28][cH:29]1.[Cl-:13].[Cl:34][CH2:35][Cl:36].[S:30]([Cl:31])([Cl:32])=[O:33].[c:1]1([CH:7]([C:8](=[O:9])[OH:10])[CH2:11][CH3:12])[cH:2][cH:3][cH:4][cH:5][cH:6]1>>[c:1]1([CH:7]([C:8](=[O:10])[N:20]([CH2:19][c:18]2[cH:17][cH:16][c:15]([CH3:14])[cH:29][cH:28]2)[CH:21]2[CH2:22][CH2:23][N:24]([CH3:27])[CH2:25][CH2:26]2)[CH2:11][CH3:12])[cH:2][cH:3][cH:4][cH:5][cH:6]1.